Dataset: the Open Reaction Database (ORD), a public repository of structured organic reaction records. Task: describe an organic reaction: reactants, conditions, products, and yield Starting materials: ClC1=NC=C(C=C1C(=O)N[C@@H](C)C1=CC=C(C(=O)OC(C)(C)C)C=C1)Cl (tert-Butyl 4-((1S)-1-{[(2,5-dichloropyridin-3-yl)carbonyl]amino}ethyl)benzoate), ClC1=CC(=C(C=C1)O)F (4-chloro-2-fluorophenol). Yields the product ClC=1C=C(C(=NC1)OC1=C(C=C(C=C1)Cl)F)C(=O)N[C@@H](C)C1=CC=C(C(=O)OC(C)(C)C)C=C1 (tert-Butyl 4-[(1S)-1-({[5-chloro-2-(4-chloro-2-fluorophenoxy)pyridin-3-yl]carbonyl}amino)ethyl]benzoate). As a reaction SMILES: Cl[C:2]1[C:7]([C:8]([NH:10][C@H:11]([C:13]2[CH:25]=[CH:24][C:16]([C:17]([O:19][C:20]([CH3:23])([CH3:22])[CH3:21])=[O:18])=[CH:15][CH:14]=2)[CH3:12])=[O:9])=[CH:6][C:5]([Cl:26])=[CH:4][N:3]=1.[Cl:27][C:28]1[CH:33]=[CH:32][C:31]([OH:34])=[C:30]([F:35])[CH:29]=1>>[Cl:26][C:5]1[CH:6]=[C:7]([C:8]([NH:10][C@H:11]([C:13]2[CH:25]=[CH:24][C:16]([C:17]([O:19][C:20]([CH3:23])([CH3:22])[CH3:21])=[O:18])=[CH:15][CH:14]=2)[CH3:12])=[O:9])[C:2]([O:34][C:31]2[CH:32]=[CH:33][C:28]([Cl:27])=[CH:29][C:30]=2[F:35])=[N:3][CH:4]=1. Reported procedure: The title compound was prepared according to the procedure described in step 2 of Example 45 from tert-butyl 4-((1S)-1-{[(2,5-dichloropyridin-3-yl)carbonyl]amino}ethyl)benzoate (step 1 of Example 45) and 4-chloro-2-fluorophenol: 1H-NMR (CDCl3) δ 8.53 (1H, d, J=2.7 Hz), 8.10 (1H, d, J=2.7 Hz), 7.97–7.94 (3H, m), 7.42–7.39 (2H, m), 7.31–7.21 (3H, m), 5.37 (1H, quint, J=7.0 Hz), 1.61–1.58 (12H, m); MS (ESI) m/z 505 (M+H)+, 503 (M−H)−. Reactants: O=C([O-])[O-], CNOC, CNOC, O=C(Cl)CC1CC1, O=C(O)CC1CC1, [Cl-], O=C(Cl)C(=O)Cl, ClCCl, Cl, [K+], [K+], O. The product is CON(C)C(=O)CC1CC1. Reaction SMILES: [C:25](=[O:26])([O-:27])[O-:28].[CH3:21][NH:22][O:23][CH3:24].[CH3:32][NH:33][O:34][CH3:35].[CH:14]1([CH2:15][C:16]([Cl:17])=[O:18])[CH2:19][CH2:20]1.[CH:7]1([CH2:10][C:11](=[O:12])[OH:13])[CH2:8][CH2:9]1.[Cl-:36].[Cl:1][C:2]([C:3]([Cl:4])=[O:5])=[O:6].[Cl:37][CH2:38][Cl:39].[ClH:31].[K+:29].[K+:30].[OH2:40]>>[CH:7]1([CH2:10][C:11](=[O:13])[N:22]([CH3:21])[O:23][CH3:24])[CH2:8][CH2:9]1. The product is Nc1ncc(-c2cnn(C3CCNCC3)c2)cc1-c1nc2ncc(F)cc2o1. Reactants: ClCCl, Cl, CC(C)(C)OC(=O)N1CCC(n2cc(-c3cnc(N)c(-c4nc5ncc(F)cc5o4)c3)cn2)CC1. As a reaction SMILES: [Cl:37][CH2:38][Cl:39].[ClH:36].[NH2:1][c:2]1[c:3](-[c:26]2[o:27][c:28]3[c:29]([n:30][cH:31][c:32]([F:34])[cH:33]3)[n:35]2)[cH:4][c:5](-[c:8]2[cH:9][n:10][n:11]([CH:13]3[CH2:14][CH2:15][N:16]([C:19]([O:20][C:21]([CH3:22])([CH3:23])[CH3:24])=[O:25])[CH2:17][CH2:18]3)[cH:12]2)[cH:6][n:7]1>>[NH2:1][c:2]1[c:3](-[c:26]2[o:27][c:28]3[c:29]([n:30][cH:31][c:32]([F:34])[cH:33]3)[n:35]2)[cH:4][c:5](-[c:8]2[cH:9][n:10][n:11]([CH:13]3[CH2:14][CH2:15][NH:16][CH2:17][CH2:18]3)[cH:12]2)[cH:6][n:7]1. The reactants are COC1C(CO)OC(n2cnc3c(N)ncnc32)C1(C)O, CI, CC(C)C(N)=O. Yields the product CNc1ncnc2c1ncn2C1OC(CO)C(OC)C1(C)O. RXN SMILES: [CH3:1][C:2]1([OH:21])[CH:3]([n:11]2[cH:12][n:13][c:14]3[c:15]([NH2:16])[n:17][cH:18][n:19][c:20]23)[O:4][CH:5]([CH2:9][OH:10])[CH:6]1[O:7][CH3:8].[CH3:22][I:23].[CH3:24][CH:25]([CH3:26])[C:27]([NH2:28])=[O:29]>>[CH3:1][C:2]1([OH:21])[CH:3]([n:11]2[cH:12][n:13][c:14]3[c:15]([NH:16][CH3:22])[n:17][cH:18][n:19][c:20]23)[O:4][CH:5]([CH2:9][OH:10])[CH:6]1[O:7][CH3:8]. Product: BrC1=C(C(=CC=C1)CBr)Cl (1-Bromo-3-bromomethyl-2-chloro-benzene). As a reaction SMILES: [Br:1][C:2]1[CH:7]=[CH:6][CH:5]=[C:4]([CH3:8])[C:3]=1[Cl:9].C1C(=O)N([Br:17])C(=O)C1.CC(N=NC(C#N)(C)C)(C#N)C>C(Cl)(Cl)(Cl)Cl>[Br:1][C:2]1[CH:7]=[CH:6][CH:5]=[C:4]([CH2:8][Br:17])[C:3]=1[Cl:9]. Solvent: C(Cl)(Cl)(Cl)Cl (CCl4). Reported procedure: A solution of 1-bromo-2-chloro-3-methyl-benzene (3.90 g, 19.00 mmol), NBS (3.60 g, 20.20 mmol) and a catalytic amount of AIBN (50 mg) in CCl4 was refluxed for 30 minutes. The reaction mixture was cooled to room temperature and filtered. The precipitate was washed with pentane. The solvent was distilled off and the residue was purified by column chromatography using pentane as the eluant to afford the title compound. Spectroscopic data: 1H NMR (300 MHz, CDCl3) δ 4.62 (s, 2H), 7.14 (t, J=7.62 Hz, ... Starting materials: BrC1=C(C(=CC=C1)C)Cl (1-bromo-2-chloro-3-methyl-benzene), C1CC(=O)N(C1=O)Br (NBS), CC(C)(C#N)N=NC(C)(C)C#N (AIBN). Starting materials: O (water), [N+](=O)([O-])C1=CC=C(C(C(=O)OC)=C1)O (methyl 5-nitrosalicylate), N1C=NC=C1 (imidazole), C(C)(C)(C)[Si](C)(C)Cl (t-butyl-chloro-dimethyl-silane). The solvent is CN(C)C=O (DMF). Conditions: time 16 hour. Product: COC(C1=C(C=CC(=C1)[N+](=O)[O-])O[Si](C)(C)C(C)(C)C)=O (2-(tert-butyl-dimethyl-silanyloxy)-5-nitro-benzoic acid methyl ester). Isolated yield 31.0%. Reaction SMILES: [N+:1]([C:4]1[CH:13]=[C:8]([C:9]([O:11][CH3:12])=[O:10])[C:7]([OH:14])=[CH:6][CH:5]=1)([O-:3])=[O:2].N1C=CN=C1.[C:20]([Si:24](Cl)([CH3:26])[CH3:25])([CH3:23])([CH3:22])[CH3:21].O>CN(C=O)C>[CH3:12][O:11][C:9](=[O:10])[C:8]1[CH:13]=[C:4]([N+:1]([O-:3])=[O:2])[CH:5]=[CH:6][C:7]=1[O:14][Si:24]([C:20]([CH3:23])([CH3:22])[CH3:21])([CH3:26])[CH3:25]. Reported procedure: A solution of methyl 5-nitrosalicylate (10.0 g, 50.7 mmol) and imidazole (3.8 g, 55.8 mol) in DMF (50 mL) at 0° C. was treated with t-butyl-chloro-dimethyl-silane and stirred 16 h at room temperature. The reaction mixture was poured into water (100 mL) and extracted with ether (3×50 mL). The combined extracts were washed with water (4×100 mL) and brine (50 mL), dried over magnesium sulfate, and concentrated. The crude residue was purified by flash chromatography (silica gel, 4×15 cm, eluted with... Starting materials: COc1ccc(COC(=O)C(CC2CCC2)N2CC(CN3CCC(CCC(F)(F)c4ccc(F)cc4)CC3)C(c3ccsc3)C2)cc1, O=CO. Product: O=C(O)C(CC1CCC1)N1CC(CN2CCC(CCC(F)(F)c3ccc(F)cc3)CC2)C(c2ccsc2)C1. Reaction SMILES: [CH3:1][O:2][c:3]1[cH:4][cH:5][c:6]([CH2:7][O:8][C:9]([CH:10]([CH2:11][CH:12]2[CH2:13][CH2:14][CH2:15]2)[N:16]2[CH2:17][CH:18]([CH2:26][N:27]3[CH2:28][CH2:29][CH:30]([CH2:33][CH2:34][C:35]([c:36]4[cH:37][cH:38][c:39]([F:42])[cH:40][cH:41]4)([F:43])[F:44])[CH2:31][CH2:32]3)[CH:19]([c:21]3[cH:22][s:23][cH:24][cH:25]3)[CH2:20]2)=[O:45])[cH:46][cH:47]1.[CH:48]([OH:49])=[O:50]>>[O:8]=[C:9]([CH:10]([CH2:11][CH:12]1[CH2:13][CH2:14][CH2:15]1)[N:16]1[CH2:17][CH:18]([CH2:26][N:27]2[CH2:28][CH2:29][CH:30]([CH2:33][CH2:34][C:35]([c:36]3[cH:37][cH:38][c:39]([F:42])[cH:40][cH:41]3)([F:43])[F:44])[CH2:31][CH2:32]2)[CH:19]([c:21]2[cH:22][s:23][cH:24][cH:25]2)[CH2:20]1)[OH:45].